From a dataset of the Open Reaction Database (ORD), a public repository of structured organic reaction records. describe an organic reaction: reactants, conditions, products, and yield The reactants are ClCCl (dichloromethane), CS(=O)C (dimethyl sulfoxide), ClCCl (dichloromethane), C(C(=O)Cl)(=O)Cl (oxalyl chloride), ClCCl (dichloromethane), CC1=NC=C(C(=N1)C)OC[C@@]1([C@@H](C1)CO)C1=CC(=C(C=C1)OCOC)F ({(1R,2S)-2-{[(2,4-dimethylpyrimidin-5-yl)oxy]methyl}-2-[3-fluoro-4-(methoxymethoxy)phenyl]cyclopropyl}methanol). The solvent is C(C)N(CC)CC (triethylamine), O (Water). Conditions: temperature -78 celsius. Yields the product CC1=NC=C(C(=N1)C)OC[C@@]1([C@@H](C1)C=O)C1=CC(=C(C=C1)OCOC)F ((1R,2S)-2-{[(2,4-dimethylpyrimidin-5-yl)oxy]methyl}-2-[3-fluoro-4-(methoxymethoxy)phenyl]cyclopropanecarbaldehyde). The yield is 106.0%. Reaction SMILES: ClCCl.CS(C)=O.C(Cl)(=O)C(Cl)=O.[CH3:14][C:15]1[N:20]=[C:19]([CH3:21])[C:18]([O:22][CH2:23][C@@:24]2([C:29]3[CH:34]=[CH:33][C:32]([O:35][CH2:36][O:37][CH3:38])=[C:31]([F:39])[CH:30]=3)[CH2:26][C@H:25]2[CH2:27][OH:28])=[CH:17][N:16]=1>O.C(N(CC)CC)C>[CH3:14][C:15]1[N:20]=[C:19]([CH3:21])[C:18]([O:22][CH2:23][C@@:24]2([C:29]3[CH:34]=[CH:33][C:32]([O:35][CH2:36][O:37][CH3:38])=[C:31]([F:39])[CH:30]=3)[CH2:26][C@H:25]2[CH:27]=[O:28])=[CH:17][N:16]=1. Procedure details: A dichloromethane (20 ml) solution of dimethyl sulfoxide (5.8 ml) was added dropwise to a dichloromethane (100 ml) solution of oxalyl chloride (3.45 ml), while the solution was stirred at −78° C. The obtained mixture was stirred at −78° C. for 10 minutes, and a dichloromethane (30 ml) solution of the compound 321-6 (7.4 g) was then added dropwise to the reaction mixture. The obtained mixture was stirred at −78° C. for 30 minutes. Thereafter, triethylamine (17.1 ml) was added to the reaction mixt... Reactants: CC(C)(CC1(C(F)(F)F)CO1)c1ccccc1C=O, CC#N, [O-][Cl+][O-], NS(=O)(=O)O, [Na+]. Yields the product CC(C)(CC1(C(F)(F)F)CO1)c1ccccc1C(=O)O. Reaction SMILES: [CH3:1][C:2]([CH2:3][C:4]1([C:7]([F:8])([F:9])[F:10])[O:5][CH2:6]1)([CH3:11])[c:12]1[c:13]([CH:14]=[O:15])[cH:16][cH:17][cH:18][cH:19]1.[CH3:29][C:30]#[N:31].[Cl+:20]([O-:21])[O-:22].[NH2:24][S:25](=[O:26])(=[O:27])[OH:28].[Na+:23]>>[CH3:1][C:2]([CH2:3][C:4]1([C:7]([F:8])([F:9])[F:10])[O:5][CH2:6]1)([CH3:11])[c:12]1[c:13]([C:14](=[O:15])[OH:21])[cH:16][cH:17][cH:18][cH:19]1.